This data is from the Open Reaction Database (ORD), a public repository of structured organic reaction records. The task is: describe an organic reaction: reactants, conditions, products, and yield Reaction SMILES: [C:57]([OH:58])(=[O:59])[CH3:60].[CH2:62]([N+:63]([CH2:64][CH2:65][CH2:66][CH3:67])([CH2:68][CH2:69][CH2:70][CH3:71])[CH2:72][CH2:73][CH2:74][CH3:75])[CH2:76][CH2:77][CH3:78].[CH2:79]1[O:80][CH2:81][CH2:82][CH2:83]1.[CH3:1][O:2][C:3]([c:4]1[cH:5][cH:6][c:7]([NH:10][CH2:11][CH2:12][c:13]2[c:14]([CH2:36][CH2:37][O:38][Si:39]([C:40]([CH3:41])([CH3:42])[CH3:43])([c:44]3[cH:45][cH:46][cH:47][cH:48][cH:49]3)[c:50]3[cH:51][cH:52][cH:53][cH:54][cH:55]3)[n:15]([CH:23]([c:24]3[cH:25][cH:26][cH:27][cH:28][cH:29]3)[c:30]3[cH:31][cH:32][cH:33][cH:34][cH:35]3)[c:16]3[cH:17][cH:18][c:19]([Cl:22])[cH:20][c:21]23)[cH:8][cH:9]1)=[O:56].[F-:61]>>[CH3:1][O:2][C:3]([c:4]1[cH:5][cH:6][c:7]([NH:10][CH2:11][CH2:12][c:13]2[c:14]([CH2:36][CH2:37][OH:38])[n:15]([CH:23]([c:24]3[cH:25][cH:26][cH:27][cH:28][cH:29]3)[c:30]3[cH:31][cH:32][cH:33][cH:34][cH:35]3)[c:16]3[cH:17][cH:18][c:19]([Cl:22])[cH:20][c:21]23)[cH:8][cH:9]1)=[O:56]. Starting materials: CC(=O)O, CCCC[N+](CCCC)(CCCC)CCCC, C1CCOC1, COC(=O)c1ccc(NCCc2c(CCO[Si](c3ccccc3)(c3ccccc3)C(C)(C)C)n(C(c3ccccc3)c3ccccc3)c3ccc(Cl)cc23)cc1, [F-]. Yields the product COC(=O)c1ccc(NCCc2c(CCO)n(C(c3ccccc3)c3ccccc3)c3ccc(Cl)cc23)cc1. The reactants are C(CCC)[Li] (butyllithium), CN1C(SC(C1=O)C)C=1C=NC=CC1 (3,5-dimethyl-2-(3- pyridyl)thiazolidin-4-one), CI (methyl iodide), P(=O)([O-])([O-])[O-] (phosphate), C(C)(C)NC(C)C (diisopropylamine). Solvent: CCCCCC (hexane), O1CCCC1 (tetrahydrofuran), O1CCCC1 (tetrahydrofuran), O1CCCC1 (tetrahydrofuran). Run at time 1 hour. Yields the product CC1(C(N(C(S1)C=1C=NC=CC1)C)=O)C (5,5,3-trimethyl-2-(3-pyridyl)thiazolidin-4-one). Isolated yield 39.4%. Reaction SMILES: [CH:1](NC(C)C)(C)C.C([Li])CCC.[CH3:13][N:14]1[C:18](=[O:19])[CH:17]([CH3:20])[S:16][CH:15]1[C:21]1[CH:22]=[N:23][CH:24]=[CH:25][CH:26]=1.CI.P([O-])([O-])([O-])=O>CCCCCC.O1CCCC1>[CH3:20][C:17]1([CH3:1])[S:16][CH:15]([C:21]2[CH:22]=[N:23][CH:24]=[CH:25][CH:26]=2)[N:14]([CH3:13])[C:18]1=[O:19]. Procedure: Dry diisopropylamine (0.95 ml, 5.3 mmol) was added to dry tetrahydrofuran (3 ml). Further a butyllithium solution (3.6 ml, 5.8 mmol) in hexane was added dropwise at -40° C. The mixture was kept at -10° C. for 1 hour. Then a solution of 3,5-dimethyl-2-(3- pyridyl)thiazolidin-4-one (1 g, 4.8 mmol) in dry tetrahydrofuran (7 ml) was added dropwise at -20 to -10° C. After this reaction mixture had been kept between those temperatures for 1 hour, methyl iodide (0.75 g, 5.3 mmol) dissolved in dry tetra... The reactants are CC=1C=C(C=C(C1)C)[Mg]Br (3,5-Dimethylphenylmagnesium bromide), ClC1=C2C=C(CC2=CC=C1)C(C)C (4-chloro-2-isopropylindene). Reagents/catalysts: Cl[Ni]([P](C1=CC=CC=C1)(C2=CC=CC=C2)C3=CC=CC=C3)([P](C4=CC=CC=C4)(C5=CC=CC=C5)C6=CC=CC=C6)Cl (NiCl2(PPh3)2). Run in CCOCC (Et2O), CCOCC (Et2O). The product is CC=1C=C(C=C(C1)C)C1=C2C=C(CC2=CC=C1)C(C)C (4-(3′,5′-dimethylphenyl)-2-isopropylindene). As a reaction SMILES: Cl[C:2]1[CH:10]=[CH:9][CH:8]=[C:7]2[C:3]=1[CH:4]=[C:5]([CH:11]([CH3:13])[CH3:12])[CH2:6]2.[CH3:14][C:15]1[CH:16]=[C:17]([Mg]Br)[CH:18]=[C:19]([CH3:21])[CH:20]=1>CCOCC.Cl[Ni](Cl)([P](C1C=CC=CC=1)(C1C=CC=CC=1)C1C=CC=CC=1)[P](C1C=CC=CC=1)(C1C=CC=CC=1)C1C=CC=CC=1>[CH3:14][C:15]1[CH:16]=[C:17]([C:2]2[CH:10]=[CH:9][CH:8]=[C:7]3[C:3]=2[CH:4]=[C:5]([CH:11]([CH3:13])[CH3:12])[CH2:6]3)[CH:18]=[C:19]([CH3:21])[CH:20]=1 |^1:31,50|. Reported procedure: 4-chloro-2-isopropylindene (10 g, 54 mmol) and NiCl2(PPh3)2 (1.8 g, 2.8 mmol) were dissolved in 150 mL of Et2O. 3,5-Dimethylphenylmagnesium bromide (54 mmol) as a Et2O solution was added under vigorous stirring and the reaction was stirred overnight at room temperature. After overnight stirring, the reaction was slowly quenched with H2O to neutralize unreacted Grignard. The solution was subsequently treated with 100 mL of 10% HCl(aq), and neutralized with saturated sodium bicarbonate aqueous sol... The reactants are CC(=O)OI1(C=2C=CC=CC2C(=O)O1)(OC(=O)C)OC(=O)C (Dess-Martin periodinane), FC=1C=C(C=CC1C=1SC2=NC(=CC=C2N1)C1(CC1)C1=CC=CC=C1)C(C)O (1-(3-fluoro-4-(5-(1-phenylcyclopropyl)thiazolo[5,4-b]pyridine-2-yl)phenyl)ethanol), ClCCl (dichloromethane), C(=O)(O)[O-].[Na+] (NaHCO3). Run at time 65 minute. The product is FC=1C=C(C=CC1C=1SC2=NC(=CC=C2N1)C1(CC1)C1=CC=CC=C1)C(C)=O (1-(3-fluoro-4-(5-(1-phenylcyclopropyl)thiazolo[5,4-b]pyridine-2-yl)phenyl)ethanone). Reaction SMILES: CC(OI1(OC(C)=O)(OC(C)=O)OC(=O)C2C=CC=CC1=2)=O.[F:23][C:24]1[CH:25]=[C:26]([CH:48]([OH:50])[CH3:49])[CH:27]=[CH:28][C:29]=1[C:30]1[S:31][C:32]2[C:37]([N:38]=1)=[CH:36][CH:35]=[C:34]([C:39]1([C:42]3[CH:47]=[CH:46][CH:45]=[CH:44][CH:43]=3)[CH2:41][CH2:40]1)[N:33]=2.ClCCl.C([O-])(O)=O.[Na+]>>[F:23][C:24]1[CH:25]=[C:26]([C:48](=[O:50])[CH3:49])[CH:27]=[CH:28][C:29]=1[C:30]1[S:31][C:32]2[C:37]([N:38]=1)=[CH:36][CH:35]=[C:34]([C:39]1([C:42]3[CH:43]=[CH:44][CH:45]=[CH:46][CH:47]=3)[CH2:40][CH2:41]1)[N:33]=2 |f:3.4|. Procedure: Dess-Martin periodinane (0.266 g, 0.627 mmol) was added to a solution of 1-(3-fluoro-4-(5-(1-phenylcyclopropyl)thiazolo[5,4-b]pyridine-2-yl)phenyl)ethanol (0.204 g, 0.522 mmol) in dichloromethane (15.00 mL, 0.522 mmol), and the reaction mixture was stirred at ambient temperature for 65 min. Saturated aqueous NaHCO3 was added and the reaction stirred for 5 min. The organic layer was dried and concentrated in vacuo, and purified by silica gel chromatography: ISCO 40 g column, 20-40% (3% Et3N in Et... Reactants: Cl (HCl), C1CCC(=O)C2=CC=CC=C2C1 (benzosuberone), C(OC)(OC)=O (dimethyl carbonate), [H-].[Na+] (NaH). Run in CO (MeOH). Conditions: temperature 80 celsius. Yields the product O=C1C(CCCC2=C1C=CC=C2)C(=O)OC (Methyl 5-Oxo-6,7,8,9-tetrahydro-5H-benzo[7]annulene-6-carboxylate). Reaction SMILES: [CH2:1]1[CH2:12][C:11]2[C:6](=[CH:7][CH:8]=[CH:9][CH:10]=2)[C:4](=[O:5])[CH2:3][CH2:2]1.[C:13](=O)([O:16]C)[O:14][CH3:15].[H-].[Na+].Cl>CO>[O:5]=[C:4]1[C:6]2[CH:7]=[CH:8][CH:9]=[CH:10][C:11]=2[CH2:12][CH2:1][CH2:2][CH:3]1[C:13]([O:14][CH3:15])=[O:16] |f:2.3|. Reported procedure: A mixture of benzosuberone (8 g, 50 mmol) and neat dimethyl carbonate (45 mL) at ambient temperature under N2 was treated with NaH (60% in mineral oil, 4 g, 100 mmol) in 0.1 mL of dry MeOH, heated at 80° C. for 3 hours, cooled to ambient temperature, treated with 2 N HCl (55 mL) and extracted with ethyl acetate. The organic layer was washed with brine, dried (MgSO4) and concentrated to provide the title compound as an oil, as a 3:1 mixture of enol and keto forms of product by NMR spectroscopy. T... Starting materials: FC1=C(N)C=CC=C1 (2-Fluoro-aniline), O=C1C(CCC1)C#N (2-Oxo-cyclopentane-carbonitrile), [Cl-].[Ca+2].[Cl-] (calcium chloride). Product: FC1=C(C=CC=C1)NC1=C(CCC1)C#N (2-(2'Fluorophenyl) amino-cyclopentene-1-carbonitrile). As a reaction SMILES: [F:1][C:2]1[CH:8]=[CH:7][CH:6]=[CH:5][C:3]=1[NH2:4].O=[C:10]1[CH2:14][CH2:13][CH2:12][CH:11]1[C:15]#[N:16].[Cl-].[Ca+2].[Cl-]>>[F:1][C:2]1[CH:8]=[CH:7][CH:6]=[CH:5][C:3]=1[NH:4][C:10]1[CH2:14][CH2:13][CH2:12][C:11]=1[C:15]#[N:16] |f:2.3.4|. Procedure: 2-Fluoro-aniline (Aldrich Chemicals) (2.3 g, 21 mmol), cyanoketone (Example 11) (2.2 g, 20 mmol), calcium chloride (2.5 g, 23 mmol) and T.H.F. (30 ml) were heated under reflux for 24 hours. After being allowed to cool, the mixture was filtered and the solvent evaporated. Kugelrohr distillation (125° C. 0.05 mm Hg) have the product as an off-white power. Reaction SMILES: [C:1]([CH2:2][C:3](=[O:4])[O:5][CH3:6])(=[O:7])[O:8][CH3:9].[CH3:10][CH2:11][C:12]([CH2:13][CH3:14])=[O:15].[Cl:22][CH2:23][Cl:24].[O:25]1[CH2:26][CH2:27][CH2:28][CH2:29]1.[OH2:30].[cH:16]1[cH:17][cH:18][n:19][cH:20][cH:21]1>>[C:1]([C:2]([C:3](=[O:4])[O:5][CH3:6])=[C:12]([CH2:11][CH3:10])[CH2:13][CH3:14])(=[O:7])[O:8][CH3:9]. The product is CCC(CC)=C(C(=O)OC)C(=O)OC. The reactants are COC(=O)CC(=O)OC, CCC(=O)CC, ClCCl, C1CCOC1, O, c1ccncc1.